Dataset: the Open Reaction Database (ORD), a public repository of structured organic reaction records. Task: describe an organic reaction: reactants, conditions, products, and yield Procedure: In 11 ml of tetrahydrofuran is suspended 3.34 g of isopentyltriphenylphosphonium iodide, to which is dropwise added 4.3 ml of a 1.53 mol/L solution of n-butyllithium in n-hexane at −25° C. to −20° C. After stirring the mixture at −25° C. to −15° C. for one hour, the temperature is elevated to ambient temperature in one hour. To the reaction mixture is dropwise added 1.10 g of benzyl (2S,4R)-2-formyl-4-(tetrahydro-2H-pyran-2-yloxy)-1-pyrrolidinecarboxylate dissolved in 11 ml of tetrahydrofuran ov... The solvent is O (water), O1CCCC1 (tetrahydrofuran), CCCCCC (n-hexane), O1CCCC1 (tetrahydrofuran). Reaction conditions: time 1 hour. The reactants are [I-].C(CC(C)C)[P+](C1=CC=CC=C1)(C1=CC=CC=C1)C1=CC=CC=C1 (isopentyltriphenylphosphonium iodide), C(=O)[C@H]1N(C[C@@H](C1)OC1OCCCC1)C(=O)OCC1=CC=CC=C1 (benzyl (2S,4R)-2-formyl-4-(tetrahydro-2H-pyran-2-yloxy)-1-pyrrolidinecarboxylate), C(C)(=O)OCC (ethyl acetate), solution, C(CCC)[Li] (n-butyllithium). Yield: 48.5%. Product: CC(CC=C[C@H]1N(C[C@@H](C1)OC1OCCCC1)C(=O)OCC1=CC=CC=C1)C (benzyl (2S,4R)-2-(4-methyl-1-pentenyl)-4-(tetrahydro-2H-pyran-2-yloxy)-1-pyrrolidinecarboxylate). As a reaction SMILES: [I-].[CH2:2]([P+](C1C=CC=CC=1)(C1C=CC=CC=1)C1C=CC=CC=1)[CH2:3][CH:4]([CH3:6])[CH3:5].C([Li])CCC.[CH:31]([C@@H:33]1[CH2:37][C@@H:36]([O:38][CH:39]2[CH2:44][CH2:43][CH2:42][CH2:41][O:40]2)[CH2:35][N:34]1[C:45]([O:47][CH2:48][C:49]1[CH:54]=[CH:53][CH:52]=[CH:51][CH:50]=1)=[O:46])=O.C(OCC)(=O)C>O1CCCC1.CCCCCC.O>[CH3:5][CH:4]([CH3:6])[CH2:3][CH:2]=[CH:31][C@@H:33]1[CH2:37][C@@H:36]([O:38][CH:39]2[CH2:44][CH2:43][CH2:42][CH2:41][O:40]2)[CH2:35][N:34]1[C:45]([O:47][CH2:48][C:49]1[CH:54]=[CH:53][CH:52]=[CH:51][CH:50]=1)=[O:46] |f:0.1|.